The task is: describe an organic reaction: reactants, conditions, products, and yield. This data is from the Open Reaction Database (ORD), a public repository of structured organic reaction records. The reactants are COCCO[Al+]OCCOC, Cc1ccccc1, O=C(N1CCCCC(COc2ccc(C(F)(F)F)cc2)C1)C1(c2ccc(Cl)cc2)CCC1, [H-], [H-], [Na+]. Product: FC(F)(F)c1ccc(OCC2CCCCN(CC3(c4ccc(Cl)cc4)CCC3)C2)cc1. As a reaction SMILES: [CH3:34][O:35][CH2:36][CH2:37][O:38][Al+:39][O:40][CH2:41][CH2:42][O:43][CH3:44].[CH3:47][c:48]1[cH:49][cH:50][cH:51][cH:52][cH:53]1.[Cl:1][c:2]1[cH:3][cH:4][c:5]([C:8]2([C:12](=[O:13])[N:14]3[CH2:15][CH:16]([CH2:21][O:22][c:23]4[cH:24][cH:25][c:26]([C:29]([F:30])([F:31])[F:32])[cH:27][cH:28]4)[CH2:17][CH2:18][CH2:19][CH2:20]3)[CH2:9][CH2:10][CH2:11]2)[cH:6][cH:7]1.[H-:33].[H-:46].[Na+:45]>>[Cl:1][c:2]1[cH:3][cH:4][c:5]([C:8]2([CH2:12][N:14]3[CH2:15][CH:16]([CH2:21][O:22][c:23]4[cH:24][cH:25][c:26]([C:29]([F:30])([F:31])[F:32])[cH:27][cH:28]4)[CH2:17][CH2:18][CH2:19][CH2:20]3)[CH2:9][CH2:10][CH2:11]2)[cH:6][cH:7]1. The reactants are OC1=C(C=C(C#N)C=C1)OC (4-hydroxy-3-methoxybenzonitrile), K2O3, BrCCCBr (1,3-dibromopropane). The solvent is C(C)#N (acetonitrile). Reaction conditions: time 8 hour. The product is BrCCCOC1=C(C=C(C#N)C=C1)OC (4-(3-bromopropoxy)-3-methoxybenzonitrile). Reaction SMILES: [OH:1][C:2]1[CH:9]=[CH:8][C:5]([C:6]#[N:7])=[CH:4][C:3]=1[O:10][CH3:11].[Br:12][CH2:13][CH2:14][CH2:15]Br>C(#N)C>[Br:12][CH2:13][CH2:14][CH2:15][O:1][C:2]1[CH:9]=[CH:8][C:5]([C:6]#[N:7])=[CH:4][C:3]=1[O:10][CH3:11]. Procedure details: A mixture of 4-hydroxy-3-methoxybenzonitrile (7.5 g, 50 mmol), K2O3 (12.5 g), and 1,3-dibromopropane (15 g, 75 mmol) in acetonitrile (100 ml) was heated at reflux for 3 hours and left standing at room temperature overnight. The solvent of the reaction was removed on a rotary evaporator, and the crude solid was extracted into methylene chloride (500 ml). The insolubles were filtered off. The dichloromethane solution was concentrated and the material was purified on a flash chromatography column (...